From a dataset of the Open Reaction Database (ORD), a public repository of structured organic reaction records. describe an organic reaction: reactants, conditions, products, and yield Starting materials: CN1C=NC(=C1)C1=CC2=NC=CC(=C2S1)OC1=CC=C(C=C1)N (4-(2-(1-Methyl-1H-imidazol-4-yl)thieno[3,2-b]pyridin-7-yloxy)benzenamine), C1(=CC=CC=C1)CC(=O)N=C=S (2-phenylacetyl isothiocyanate). Run in C1CCOC1 (THF). Run at time 1 hour. The product is CN1C=NC(=C1)C1=CC2=NC=CC(=C2S1)OC1=CC=C(C=C1)NC(=S)NC(CC1=CC=CC=C1)=O (N-(4-(2-(1-Methyl-1H-imidazol-4-yl)thieno[3,2-b]pyridin-7-yloxy)phenylcarbamothioyl)-2-phenylacetamide). Yield: 15.0%. RXN SMILES: [CH3:1][N:2]1[CH:6]=[C:5]([C:7]2[S:15][C:14]3[C:9](=[N:10][CH:11]=[CH:12][C:13]=3[O:16][C:17]3[CH:22]=[CH:21][C:20]([NH2:23])=[CH:19][CH:18]=3)[CH:8]=2)[N:4]=[CH:3]1.[C:24]1([CH2:30][C:31]([N:33]=[C:34]=[S:35])=[O:32])[CH:29]=[CH:28][CH:27]=[CH:26][CH:25]=1>C1COCC1>[CH3:1][N:2]1[CH:6]=[C:5]([C:7]2[S:15][C:14]3[C:9](=[N:10][CH:11]=[CH:12][C:13]=3[O:16][C:17]3[CH:22]=[CH:21][C:20]([NH:23][C:34]([NH:33][C:31](=[O:32])[CH2:30][C:24]4[CH:25]=[CH:26][CH:27]=[CH:28][CH:29]=4)=[S:35])=[CH:19][CH:18]=3)[CH:8]=2)[N:4]=[CH:3]1. Procedure: To a suspension of the 226 (385 mg, ˜0.99 mmol) in THF (10 mL) was added 2-phenylacetyl isothiocyanate (263 mg, 1.49 mmol). The reaction mixture was stirred for 1 hr, transferred onto a chromatography column and eluted with EtOAc/MeOH (9:1) producing a solid material which was re-crystallized from MeCN to afford title compound 227 (74.3 mg, 15% yield) as a white solid. 1HNMR: (DMSO-d6) d(ppm): 12.39 (s, 1H), 11.73 (s, 1H), 8.43 (d, J=5.3 Hz, 1H), 7.84 (s, 1H), 7.72 (m, 3H), 7.66 (s, 1H), 7.34-7.... The reactants are COC(=O)C1CCN(C(=S)NN)CC1, CC(=O)c1csc(-c2ccc(C(F)(F)F)cc2)c1O. Product: COC(=O)C1CCN(C(=S)NN=C(C)c2csc(-c3ccc(C(F)(F)F)cc3)c2O)CC1. As a reaction SMILES: [NH:20]([NH2:21])[C:22](=[S:23])[N:24]1[CH2:25][CH2:26][CH:27]([C:30](=[O:31])[O:32][CH3:33])[CH2:28][CH2:29]1.[OH:1][c:2]1[c:3]([C:17]([CH3:18])=[O:19])[cH:4][s:5][c:6]1-[c:7]1[cH:8][cH:9][c:10]([C:13]([F:14])([F:15])[F:16])[cH:11][cH:12]1>>[OH:1][c:2]1[c:3]([C:17]([CH3:18])=[N:21][NH:20][C:22](=[S:23])[N:24]2[CH2:25][CH2:26][CH:27]([C:30](=[O:31])[O:32][CH3:33])[CH2:28][CH2:29]2)[cH:4][s:5][c:6]1-[c:7]1[cH:8][cH:9][c:10]([C:13]([F:14])([F:15])[F:16])[cH:11][cH:12]1. Starting materials: O=C([O-])[O-], CI, [K+], [K+], CCn1c(-c2ccc(N3CCNS3(=O)=O)cc2)c(C#N)c2ccc(OC)cc21, CN(C)C=O, O. The product is CCn1c(-c2ccc(N3CCN(C)S3(=O)=O)cc2)c(C#N)c2ccc(OC)cc21. Reaction SMILES: [C:29](=[O:30])([O-:31])[O-:32].[I:35][CH3:36].[K+:33].[K+:34].[O:1]=[S:2]1(=[O:28])[N:3]([c:7]2[cH:8][cH:9][c:10](-[c:13]3[n:14]([CH2:26][CH3:27])[c:15]4[cH:16][c:17]([O:24][CH3:25])[cH:18][cH:19][c:20]4[c:21]3[C:22]#[N:23])[cH:11][cH:12]2)[CH2:4][CH2:5][NH:6]1.[O:37]=[CH:38][N:39]([CH3:40])[CH3:41].[OH2:42]>>[O:1]=[S:2]1(=[O:28])[N:3]([c:7]2[cH:8][cH:9][c:10](-[c:13]3[n:14]([CH2:26][CH3:27])[c:15]4[cH:16][c:17]([O:24][CH3:25])[cH:18][cH:19][c:20]4[c:21]3[C:22]#[N:23])[cH:11][cH:12]2)[CH2:4][CH2:5][N:6]1[CH3:29]. Starting materials: FC=1C=C(OC2=C(C(=O)O)C=CC=N2)C=C(C1)F (2-(3,5-difluoro-phenoxy)-nicotinic acid), NCC1=CC=C(C=C1)C(C)(C)O (2-(4-Aminomethyl-phenyl)-propan-2-ol), O.ON1N=NC2=C1C=CC=C2 (1-hydroxybenzotriazole hydrate), Cl.C(C)N=C=N (3-ethylcarbodiimide hydrochloride). Run in CN(C=O)C (dimethylformamide), O (water). Product: FC=1C=C(OC2=C(C(=O)NCC3=CC=C(C=C3)C(C)(C)O)C=CC=N2)C=C(C1)F (2-(3,5-Difluoro-phenoxy)-N-[4-(1-hydroxy-1-methyl-ethyl)-benzyl]-nicotinamide). Yield: 69.2%. Reaction SMILES: [F:1][C:2]1[CH:3]=[C:4]([CH:15]=[C:16]([F:18])[CH:17]=1)[O:5][C:6]1[N:14]=[CH:13][CH:12]=[CH:11][C:7]=1[C:8]([OH:10])=O.[NH2:19][CH2:20][C:21]1[CH:26]=[CH:25][C:24]([C:27]([OH:30])([CH3:29])[CH3:28])=[CH:23][CH:22]=1.O.ON1C2C=CC=CC=2N=N1.Cl.C(N=C=N)C>CN(C)C=O.O>[F:18][C:16]1[CH:15]=[C:4]([CH:3]=[C:2]([F:1])[CH:17]=1)[O:5][C:6]1[N:14]=[CH:13][CH:12]=[CH:11][C:7]=1[C:8]([NH:19][CH2:20][C:21]1[CH:26]=[CH:25][C:24]([C:27]([OH:30])([CH3:28])[CH3:29])=[CH:23][CH:22]=1)=[O:10] |f:2.3,4.5|. Reported procedure: A solution of 2-(3,5-difluoro-phenoxy)-nicotinic acid (0.300 grams, 1.19 mmole), 2-(4-Aminomethyl-phenyl)-propan-2-ol (0.197 grams, 1.19 mmole) and 1-hydroxybenzotriazole hydrate (0.177 grams, 1.31 mmole) in dry dimethylformamide was added 1-(3-dimethylamino)-propyl)-3-ethylcarbodiimide hydrochloride (0.273 grams, 1.43 mmole) and stirred over night. The mixture was poured into 100 ml water and extracted with ethyl acetate. The combined extracts were washed with 1 N NaOH, water and brine, dried o... The reactants are O.Cl.COC1=CC=C(C=C1)[C@@H]1SC2=C(N(C([C@@H]1O)=O)CCN(C)C)C=CC=C2Cl ((±)-cis-2-(4-methoxyphenyl)-3-hydroxy-5-[2-(dimethylamino)ethyl]-9-chloro-2,3-dihydro-1,5-benzothiazepin-4(5H)-one hydrochloride hydrate), C(C)(=O)OC(C)=O (acetic anhydride). The solvent is C(C)(=O)O (acetic acid). Conditions: temperature 110 celsius, time 6.5 hour. Yields the product O.Cl.COC1=CC=C(C=C1)[C@@H]1SC2=C(N(C([C@@H]1OC(C)=O)=O)CCN(C)C)C=CC=C2Cl ((±)-cis-2-(4-methoxyphenyl)-3-acetoxy-5-[2-(dimethylamino)ethyl]-9-chloro-2,3-dihydro-1,5-benzothiazepin-4(5H)-one hydrochloride hydrate). The yield is 89.4%. RXN SMILES: O.Cl.[CH3:3][O:4][C:5]1[CH:10]=[CH:9][C:8]([C@H:11]2[C@@H:17]([OH:18])[C:16](=[O:19])[N:15]([CH2:20][CH2:21][N:22]([CH3:24])[CH3:23])[C:14]3[CH:25]=[CH:26][CH:27]=[C:28]([Cl:29])[C:13]=3[S:12]2)=[CH:7][CH:6]=1.[C:30](OC(=O)C)(=[O:32])[CH3:31]>C(O)(=O)C>[OH2:4].[ClH:29].[CH3:3][O:4][C:5]1[CH:10]=[CH:9][C:8]([C@H:11]2[C@@H:17]([O:18][C:30](=[O:32])[CH3:31])[C:16](=[O:19])[N:15]([CH2:20][CH2:21][N:22]([CH3:24])[CH3:23])[C:14]3[CH:25]=[CH:26][CH:27]=[C:28]([Cl:29])[C:13]=3[S:12]2)=[CH:7][CH:6]=1 |f:0.1.2,5.6.7|. Procedure details: A mixture of 0.95 g of (±)-cis-2-(4-methoxyphenyl)-3-hydroxy-5-[2-(dimethylamino)ethyl]-9-chloro-2,3-dihydro-1,5-benzothiazepin-4(5H)-one hydrochloride hydrate, 10 ml of acetic anhydride and 10 ml of acetic acid is stirred at 110° C. for 6.5 hours. After the reaction is completed, the reaction mixture is evaporated under reduced pressure to remove solvent. Toluene is added to the residue, and the mixture is evaporated under reduced pressure to remove solvent. The residue is recrystallized from a... Reactants: C(=O)(OCC)C=P(C1=CC=CC=C1)(C1=CC=CC=C1)C1=CC=CC=C1 ((Carbethoxymethylene)triphenylphosphorane), BrC=1C=NC(=C(C=O)C1)Cl (5-bromo-2-chloronicotinaldehyde), crude mixture. Solvent: C1CCOC1 (THF). Conditions: time 1.5 hour. Product: BrC=1C=C(C(=NC1)Cl)/C=C/C(=O)OCC ((E)-ethyl 3-(5-bromo-2-chloropyridin-3-yl)acrylate). The yield is 100.2%. RXN SMILES: [Br:1][C:2]1[CH:3]=[N:4][C:5]([Cl:10])=[C:6]([CH:9]=1)[CH:7]=O.[C:11]([CH:16]=P(C1C=CC=CC=1)(C1C=CC=CC=1)C1C=CC=CC=1)([O:13][CH2:14][CH3:15])=[O:12]>C1COCC1>[Br:1][C:2]1[CH:9]=[C:6](/[CH:7]=[CH:16]/[C:11]([O:13][CH2:14][CH3:15])=[O:12])[C:5]([Cl:10])=[N:4][CH:3]=1. Reported procedure: A vial was charged with 5-bromo-2-chloronicotinaldehyde (500 mg, 2.268 mmol, Small Molecules, Inc.) and THF (9072 μl). (Carbethoxymethylene)triphenylphosphorane (830 mg, 2.381 mmol) was added to the solution, and the mixture was stirred at RT for 1.5 h. The crude mixture was loaded onto silica gel and purified using a gradient of 0-50% EtOAc/heptane to provide (E)-ethyl 3-(5-bromo-2-chloropyridin-3-yl)acrylate (660 mg, 2.272 mmol, 100% yield) as a white solid. m/z (ESI) 291.8 (M+H)+.